This data is from the Open Reaction Database (ORD), a public repository of structured organic reaction records. The task is: describe an organic reaction: reactants, conditions, products, and yield Starting materials: C1(=CC(=C(C=C1)N)N)C1=CC(=C(C=C1)N)N (biphenyl-3,3′,4,4′-tetraamine), COC1=CC=C(C=O)C=C1 (4-methoxybenzaldehyde). Conditions: temperature 180 celsius. Product: COC1=CC=C(C=C1)C1=NC2=C(N1)C=C(C=C2)C=2C=C(C(=CC2)N)N (4-(2-(4-Methoxyphenyl)-1H-benzo[d]imidazol-6-yl)benzene-1,2-diamine). As a reaction SMILES: [C:1]1([C:9]2[CH:14]=[CH:13][C:12]([NH2:15])=[C:11]([NH2:16])[CH:10]=2)[CH:6]=[CH:5][C:4]([NH2:7])=[C:3]([NH2:8])[CH:2]=1.[CH3:17][O:18][C:19]1[CH:26]=[CH:25][C:22]([CH:23]=O)=[CH:21][CH:20]=1>>[CH3:17][O:18][C:19]1[CH:26]=[CH:25][C:22]([C:23]2[NH:16][C:11]3[CH:10]=[C:9]([C:1]4[CH:2]=[C:3]([NH2:8])[C:4]([NH2:7])=[CH:5][CH:6]=4)[CH:14]=[CH:13][C:12]=3[N:15]=2)=[CH:21][CH:20]=1. Reported procedure: Prepared by Method 2, using a 1:1 ratio of biphenyl-3,3′,4,4′-tetraamine to 4-methoxybenzaldehyde, and heating to 180° C. for 10 min. The reactants are C(CC(=O)C)(=O)OCC1=CC=CC=C1 (benzyl acetoacetate), CN (methyl amine). The solvent is C(C)O (ethanol). Conditions: time 2 hour. The product is C(C1=CC=CC=C1)OC(C=C(C)NC)=O (3-Methylamino-but-2-enoic acid benzyl ester). The yield is 96.8%. RXN SMILES: [C:1]([O:7][CH2:8][C:9]1[CH:14]=[CH:13][CH:12]=[CH:11][CH:10]=1)(=[O:6])[CH2:2][C:3]([CH3:5])=O.[CH3:15][NH2:16]>C(O)C>[CH2:8]([O:7][C:1](=[O:6])[CH:2]=[C:3]([NH:16][CH3:15])[CH3:5])[C:9]1[CH:14]=[CH:13][CH:12]=[CH:11][CH:10]=1. Procedure details: To benzyl acetoacetate (29 g, 151 mmol) in ethanol (30 mL) was added methyl amine (33% in ethanol, 7.02 g, 226 mmol). The solution was stirred for 2 hours at room temperature followed by evaporation to yield a yellow oil (˜30 g). The reactants are ClC1=CC=C(C=C1)C(/C=C/C#N)(CC)N1N=CC2=C(C=CC=C12)NS(=O)(=O)C ((E)-N-(1-(3-(4-chlorophenyl)-1-cyanopent-1-en-3-yl)-1H-indazol-4-yl)methanesulfonamide). The reagents and catalysts are [Pd] (Pd/C). Solvent: CC(OCC)=O (EA). Conditions: time 16 hour. Yields the product ClC1=CC=C(C=C1)C(CCC#N)(CC)N1N=CC2=C(C=CC=C12)NS(=O)(=O)C (N-(1-(3-(4-chlorophenyl)-1-cyanopentan-3-yl)-1H-indazol-4-yl)methanesulfonamide). Reaction SMILES: [Cl:1][C:2]1[CH:7]=[CH:6][C:5]([C:8]([N:15]2[C:23]3[C:18](=[C:19]([NH:24][S:25]([CH3:28])(=[O:27])=[O:26])[CH:20]=[CH:21][CH:22]=3)[CH:17]=[N:16]2)([CH2:13][CH3:14])/[CH:9]=[CH:10]/[C:11]#[N:12])=[CH:4][CH:3]=1>CC(=O)OCC.[Pd]>[Cl:1][C:2]1[CH:7]=[CH:6][C:5]([C:8]([N:15]2[C:23]3[C:18](=[C:19]([NH:24][S:25]([CH3:28])(=[O:27])=[O:26])[CH:20]=[CH:21][CH:22]=3)[CH:17]=[N:16]2)([CH2:13][CH3:14])[CH2:9][CH2:10][C:11]#[N:12])=[CH:4][CH:3]=1. Procedure details: A mixture of (E)-N-(1-(3-(4-chlorophenyl)-1-cyanopent-1-en-3-yl)-1H-indazol-4-yl)methanesulfonamide (60 mg) and 10% Pd/C in EA (4 mL) was stirred at room temperature under H2 atmosphere for 16 h. The mixture was filtered and evaporated to give the title compound as a pale yellow solid. LC/MS m/z=417.2[M+H]+. The reactants are [Si](C)(C)(C(C)(C)C)OCC(OC1=C(C=C(C=C1)F)Cl)C1=NC(=NC=C1)N (4-(2-(tert-butyldimethylsilyloxy)-1-(2-chloro-4-fluorophenoxy)ethyl)pyrimidin-2-amine), [F-].C(CCC)[N+](CCCC)(CCCC)CCCC (tetrabutyl-ammonium fluoride). The solvent is O1CCCC1 (tetrahydrofuran). Run at time 5 day. Product: NC1=NC=CC(=N1)C(CO)OC1=C(C=C(C=C1)F)Cl (2-(2-aminopyrimidin-4-yl)-2-(2-chloro-4-fluorophenoxy)ethanol). The yield is 58.8%. RXN SMILES: [Si]([O:8][CH2:9][CH:10]([C:20]1[CH:25]=[CH:24][N:23]=[C:22]([NH2:26])[N:21]=1)[O:11][C:12]1[CH:17]=[CH:16][C:15]([F:18])=[CH:14][C:13]=1[Cl:19])(C(C)(C)C)(C)C.[F-].C([N+](CCCC)(CCCC)CCCC)CCC>O1CCCC1>[NH2:26][C:22]1[N:21]=[C:20]([CH:10]([O:11][C:12]2[CH:17]=[CH:16][C:15]([F:18])=[CH:14][C:13]=2[Cl:19])[CH2:9][OH:8])[CH:25]=[CH:24][N:23]=1 |f:1.2|. Procedure: To a solution of 4-(2-(tert-butyldimethylsilyloxy)-1-(2-chloro-4-fluorophenoxy)ethyl)pyrimidin-2-amine (20a) (830 mg) in tetrahydrofuran (15 mL) was added tetrabutyl-ammonium fluoride (1 g) and the mixture was stirred at room temperature for 5 days. The mixture was concentrated and purified by column chromatography using 0 to 10% methanol in dichloromethane to give the title compound (348 mg) as a white solid. Reactants: FC(OC1=CC=C(C=C1)C#C)F (1-(difluoromethoxy)-4-ethynylbenzene), IC=1C=NC=CC1 (3-iodopyridine). The reagents and catalysts are C=1C=CC(=CC1)[P](C=2C=CC=CC2)(C=3C=CC=CC3)[Pd]([P](C=4C=CC=CC4)(C=5C=CC=CC5)C=6C=CC=CC6)([P](C=7C=CC=CC7)(C=8C=CC=CC8)C=9C=CC=CC9)[P](C=1C=CC=CC1)(C=1C=CC=CC1)C=1C=CC=CC1 (tetrakis(triphenylphosphine)palladium), [Cu](I)I (copper iodide). Solvent: C(C)#N (acetonitrile), C(C)N(CC)CC (triethylamine). Yields the product FC(OC1=CC=C(C=C1)C#CC=1C=NC=CC1)F (3-{[4-(difluoromethoxy)phenyl]ethynyl}pyridine). Reaction SMILES: I[C:2]1[CH:3]=[N:4][CH:5]=[CH:6][CH:7]=1.[F:8][CH:9]([F:19])[O:10][C:11]1[CH:16]=[CH:15][C:14]([C:17]#[CH:18])=[CH:13][CH:12]=1>C(N(CC)CC)C.C(#N)C.C1C=CC([P]([Pd]([P](C2C=CC=CC=2)(C2C=CC=CC=2)C2C=CC=CC=2)([P](C2C=CC=CC=2)(C2C=CC=CC=2)C2C=CC=CC=2)[P](C2C=CC=CC=2)(C2C=CC=CC=2)C2C=CC=CC=2)(C2C=CC=CC=2)C2C=CC=CC=2)=CC=1.[Cu](I)I>[F:8][CH:9]([F:19])[O:10][C:11]1[CH:16]=[CH:15][C:14]([C:17]#[C:18][C:2]2[CH:3]=[N:4][CH:5]=[CH:6][CH:7]=2)=[CH:13][CH:12]=1 |^1:33,35,54,73|. Procedure: A solution of 3-iodopyridine (205 mg, 1.0 mg) in triethylamine was treated with tetrakis(triphenylphosphine)palladium (80 mg, 0.069 mmol), copper iodide (18 mg, 0.097 mmol) and a solution of 1-(difluoromethoxy)-4-ethynylbenzene (168 mg, 1.0 mmol) in acetonitrile at room temperature, heated at 60° C. for 1 h, cooled and concentrated to dryness to afford 3-{[4-(difluoromethoxy)phenyl]ethynyl}pyridine as a residue. The residue (240 mg) was dissolved in acetone, treated sequentially with a solution ... Reactants: CS(C)=O, COC(=O)C1(Cc2ccc(-c3ccc(F)cn3)cc2)CC(F)(F)CN1C(=O)OC(C)(C)C, [K+], [OH-], O. Product: CC(C)(C)OC(=O)N1CC(F)(F)CC1(Cc1ccc(-c2ccc(F)cn2)cc1)C(=O)O. As a reaction SMILES: [CH3:35][S:36]([CH3:37])=[O:38].[F:3][C:4]1([F:34])[CH2:5][C:6]([C:16](=[O:17])[O:18][CH3:19])([CH2:20][c:21]2[cH:22][cH:23][c:24](-[c:27]3[n:28][cH:29][c:30]([F:33])[cH:31][cH:32]3)[cH:25][cH:26]2)[N:7]([C:9](=[O:10])[O:11][C:12]([CH3:13])([CH3:14])[CH3:15])[CH2:8]1.[K+:2].[OH-:1].[OH2:39]>>[F:3][C:4]1([F:34])[CH2:5][C:6]([C:16](=[O:17])[OH:18])([CH2:20][c:21]2[cH:22][cH:23][c:24](-[c:27]3[n:28][cH:29][c:30]([F:33])[cH:31][cH:32]3)[cH:25][cH:26]2)[N:7]([C:9](=[O:10])[O:11][C:12]([CH3:13])([CH3:14])[CH3:15])[CH2:8]1. Starting materials: COC(=O)c1ccc(C(=C(C)C)c2ccc3c(c2)C(C)(C)CCC3(C)C)cc1, CO, Cl, [K+], [OH-]. Yields the product CC(C)=C(c1ccc(C(=O)O)cc1)c1ccc2c(c1)C(C)(C)CCC2(C)C. RXN SMILES: [CH3:1][C:2]1([CH3:28])[c:3]2[cH:4][cH:5][c:6]([C:14](=[C:15]([CH3:16])[CH3:17])[c:18]3[cH:19][cH:20][c:21]([C:22](=[O:23])[O:24][CH3:25])[cH:26][cH:27]3)[cH:7][c:8]2[C:9]([CH3:12])([CH3:13])[CH2:10][CH2:11]1.[CH3:32][OH:33].[ClH:31].[K+:30].[OH-:29]>>[CH3:1][C:2]1([CH3:28])[c:3]2[cH:4][cH:5][c:6]([C:14](=[C:15]([CH3:16])[CH3:17])[c:18]3[cH:19][cH:20][c:21]([C:22](=[O:23])[OH:24])[cH:26][cH:27]3)[cH:7][c:8]2[C:9]([CH3:12])([CH3:13])[CH2:10][CH2:11]1. The reactants are C1(=CC=CC=C1)C(CCC(=O)C1CCC(CC1)CCC)=O (1-phenyl-4-(4-propyl-cyclohexyl)-butane-1,4-dione), NCC(=O)O (glycine). Solvent: C(C)(=O)O (acetic acid). Product: C1(=CC=CC=C1)C=1N(C(=CC1)C1CCC(CC1)CCC)CC(=O)O ([2-phenyl-5-(4-propyl-cyclohexyl)-pyrrol-1-yl]-acetic acid). Yield: 55.9%. As a reaction SMILES: [C:1]1([C:7](=O)[CH2:8][CH2:9][C:10]([CH:12]2[CH2:17][CH2:16][CH:15]([CH2:18][CH2:19][CH3:20])[CH2:14][CH2:13]2)=O)[CH:6]=[CH:5][CH:4]=[CH:3][CH:2]=1.[NH2:22][CH2:23][C:24]([OH:26])=[O:25]>C(O)(=O)C>[C:1]1([C:7]2[N:22]([CH2:23][C:24]([OH:26])=[O:25])[C:10]([CH:12]3[CH2:17][CH2:16][CH:15]([CH2:18][CH2:19][CH3:20])[CH2:14][CH2:13]3)=[CH:9][CH:8]=2)[CH:6]=[CH:5][CH:4]=[CH:3][CH:2]=1. Procedure: A solution of 1.43 g (5 mmol) 1-phenyl-4-(4-propyl-cyclohexyl)-butane-1,4-dione and 0.75 g (10 mmol) glycine 16 mL of acetic acid was heated to reflux for 100 min. The solution was concentrated and redissolved in 5% aqueous H2SO4. The solution was extracted with ethyl acetate. The organic phase was dried over MgSO4 and concentrated to afford 0.91 g [2-phenyl-5-(4-propyl-cyclohexyl)-pyrrol-1-yl]-acetic acid as a tan solid which was carried on to the next step without purification. Starting materials: C[Si](C)(C)C#Cc1nc(Br)cnc1N, C1CCOC1, CC(=O)Cl, c1ccncc1. The product is CC(=O)Nc1ncc(Br)nc1C#C[Si](C)(C)C. Reaction SMILES: [Br:1][c:2]1[n:3][c:4]([C:9]#[C:10][Si:11]([CH3:12])([CH3:13])[CH3:14])[c:5]([NH2:8])[n:6][cH:7]1.[CH2:25]1[O:26][CH2:27][CH2:28][CH2:29]1.[CH3:21][C:22]([Cl:23])=[O:24].[cH:15]1[cH:16][cH:17][n:18][cH:19][cH:20]1>>[Br:1][c:2]1[n:3][c:4]([C:9]#[C:10][Si:11]([CH3:12])([CH3:13])[CH3:14])[c:5]([NH:8][C:22]([CH3:21])=[O:24])[n:6][cH:7]1. The reactants are COC(COC1(CN(CC1)C(=O)OC(C)(C)C)C=1SC=CN1)=O (tert-butyl 3-(2-methoxy-2-oxoethoxy)-3-(thiazol-2-yl)pyrrolidine-1-carboxylate), [BH4-].[Na+] (NaBH4). Run in CO (methanol). Conditions: time 1 hour. Product: OCCOC1(CN(CC1)C(=O)OC(C)(C)C)C=1SC=CN1 (tert-butyl 3-(2-hydroxyethoxy)-3-(thiazol-2-yl)pyrrolidine-1-carboxylate). Reaction SMILES: C[O:2][C:3](=O)[CH2:4][O:5][C:6]1([C:18]2[S:19][CH:20]=[CH:21][N:22]=2)[CH2:10][CH2:9][N:8]([C:11]([O:13][C:14]([CH3:17])([CH3:16])[CH3:15])=[O:12])[CH2:7]1.[BH4-].[Na+]>CO>[OH:2][CH2:3][CH2:4][O:5][C:6]1([C:18]2[S:19][CH:20]=[CH:21][N:22]=2)[CH2:10][CH2:9][N:8]([C:11]([O:13][C:14]([CH3:17])([CH3:15])[CH3:16])=[O:12])[CH2:7]1 |f:1.2|. Reported procedure: To an ambient solution of tert-butyl 3-(2-methoxy-2-oxoethoxy)-3-(thiazol-2-yl)pyrrolidine-1-carboxylate (2.05 g, 5.99 mmol) in methanol (29.9 ml) was added NaBH4 (0.680 g, 17.96 mmol). The reaction was stirred for 1 hour and was then quenched by the addition of water (20 mL) and ethyl acetate (20 mL). The layers were separated, and the aqueous layer was extracted with additional ethyl acetate (2×20 mL). The combined organic layers were dried with anhydrous Na2SO4, filtered, and concentrated und...